Dataset: the Open Reaction Database (ORD), a public repository of structured organic reaction records. Task: describe an organic reaction: reactants, conditions, products, and yield Reactants: [Cl-].[NH4+] (ammonium chloride), C1(CC1)C1=CC(=NN1)NC1=CC(=NC=C1[N+](=O)[O-])N[C@@H](CO)C1=CC=C(C=C1)F ((R)-2-(4-(5-cyclopropyl-1H-pyrazol-3-ylamino)-5-nitropyridin-2-ylamino)-2-(4-fluorophenyl)ethanol), C(C)(=O)[O-].[NH4+] (ammonium acetate). The reagents and catalysts are [Zn] (zinc). Run in CO.C1CCOC1 (MeOH THF). Reaction conditions: temperature 25 celsius, time 1 hour. Yields the product NC=1C(=CC(=NC1)N[C@@H](CO)C1=CC=C(C=C1)F)NC1=NNC(=C1)C1CC1 ((R)-2-(5-Amino-4-(5-cyclopropyl-1H-pyrazol-3-ylamino)pyridin-2-ylamino)-2-(4-fluorophenyl)ethanol). Reaction SMILES: [CH:1]1([C:4]2[NH:8][N:7]=[C:6]([NH:9][C:10]3[C:15]([N+:16]([O-])=O)=[CH:14][N:13]=[C:12]([NH:19][C@H:20]([C:23]4[CH:28]=[CH:27][C:26]([F:29])=[CH:25][CH:24]=4)[CH2:21][OH:22])[CH:11]=3)[CH:5]=2)[CH2:3][CH2:2]1.[Cl-].[NH4+].C([O-])(=O)C.[NH4+]>CO.C1COCC1.[Zn]>[NH2:16][C:15]1[C:10]([NH:9][C:6]2[CH:5]=[C:4]([CH:1]3[CH2:3][CH2:2]3)[NH:8][N:7]=2)=[CH:11][C:12]([NH:19][C@H:20]([C:23]2[CH:28]=[CH:27][C:26]([F:29])=[CH:25][CH:24]=2)[CH2:21][OH:22])=[N:13][CH:14]=1 |f:1.2,3.4,5.6|. Procedure: To a suspension of (R)-2-(4-(5-cyclopropyl-1H-pyrazol-3-ylamino)-5-nitropyridin-2-ylamino)-2-(4-fluorophenyl)ethanol (Method 94, 0.14 g, 0.36 mmol) and zinc dust (0.12 g, 1.78 mmol) in MeOH-THF (1:1, 16 ml) was slowly added saturated ammonium chloride (2.0 ml). The reaction mixture was stirred at 25° C. for 1 hour, to which was then added saturated ammonium acetate solution (5 ml). The resulting mixture was stirred for another 30 minutes. The Zn dust was removed by filtration and washed with EtO... Reactants: CON=CC1=CC(=C(C=C1)C1=C(C=CC(=C1)F)OC)OC (5′-fluoro-2,2′-dimethoxy-biphenyl-4-carbaldehyde-O-methyl-oxime). The reagents and catalysts are [Pd] (palladium on activated carbon), Cl (hydrogen chloride). Solvent: C(C)O (ethanol). Yields the product FC=1C=CC(=C(C1)C1=C(C=C(C=C1)CN)OC)OC (C-(5′-fluoro-2,2′-dimethoxy-biphenyl-4-yl)-methylamine). Isolated yield 164.0%. Reaction SMILES: CO[N:3]=[CH:4][C:5]1[CH:10]=[CH:9][C:8]([C:11]2[CH:16]=[C:15]([F:17])[CH:14]=[CH:13][C:12]=2[O:18][CH3:19])=[C:7]([O:20][CH3:21])[CH:6]=1>[Pd].C(O)C.Cl>[F:17][C:15]1[CH:14]=[CH:13][C:12]([O:18][CH3:19])=[C:11]([C:8]2[CH:9]=[CH:10][C:5]([CH2:4][NH2:3])=[CH:6][C:7]=2[O:20][CH3:21])[CH:16]=1. Procedure details: To a stirred solution of 4-hydroxy-3-methoxybenzaldehyde (2 g, 14.7 mmol) in dichloromethane (20 ml) was slowly added trifluoromethanesulfonic anhydride (4.5 g, 17.64 mmol) and pyridine (1.5 ml, 14.7 mmol) at 0° C. under nitrogen atmosphere. The solution was stirred for 16 h at ambient temperature, ice-water slurry added and then extracted with dichloromethane. The combined extracts were dried over anhydrous sodium sulfate and the solvent evaporated. The residue was flash chromatographed over si... Starting materials: C(C)(C)(C)OC(=O)NCCOS(=O)(=O)C (methanesulfonic acid 2-tert-butoxycarbonylamino-ethyl ester), compound 39.1, [N+](=O)([O-])C=1N=CNC1 (4-nitroimidazole), C(=O)([O-])[O-].[K+].[K+] (K2CO3). Run in CN(C)C=O (DMF), CCOC(=O)C (EtOAc). The product is C(C)(C)(C)OC(NCCN1C=NC(=C1)[N+](=O)[O-])=O ([2-(4-nitro-imidazol-1-yl)-ethyl]-carbamic acid tert-butyl ester). Isolated yield 32.0%. Reaction SMILES: [C:1]([O:5][C:6]([NH:8][CH2:9][CH2:10]OS(C)(=O)=O)=[O:7])([CH3:4])([CH3:3])[CH3:2].[N+:16]([C:19]1[N:20]=[CH:21][NH:22][CH:23]=1)([O-:18])=[O:17].C([O-])([O-])=O.[K+].[K+]>CN(C=O)C.CCOC(C)=O>[C:1]([O:5][C:6](=[O:7])[NH:8][CH2:9][CH2:10][N:22]1[CH:23]=[C:19]([N+:16]([O-:18])=[O:17])[N:20]=[CH:21]1)([CH3:4])([CH3:3])[CH3:2] |f:2.3.4|. Procedure details: A mixture of methanesulfonic acid 2-tert-butoxycarbonylamino-ethyl ester (compound 39.1; 2.04 g, 8.53 mmol, prepared according to the procedure of Hey, M. P. et. al J. Med. Chem 37, 1994, 381), 4-nitroimidazole (876 mg, 7.75 mmol), K2CO3 (1.18 g, 8.53 mmol), in DMF is stirred at 110° C. for 2 hours. After cooling to room temperature, the mixture is diluted with EtOAc and washed with water. The aqueous layer was extracted three times with EtOAc and the combined organic phases were dried (Na2SO4) ... Reactants: FC(C1=CC=C(C=N1)B(O)O)(F)F (6-(trifluoromethyl)pyridin-3-ylboronic acid), BrC1=CC=CC(=N1)C=O (6-bromopicolinaldehyde), BrC1=CC=C(C(=N1)C=O)F (6-bromo-3-fluoropicolinaldehyde). The solvent is CO (MeOH). Yields the product FC(C1=CC=C(C=C1)C1=CC=CC(=N1)C=O)(F)F (6-[4-(trifluoromethyl)phenyl]picolinaldehyde). Reaction SMILES: [F:1][C:2]([F:13])([F:12])[C:3]1N=[CH:7][C:6](B(O)O)=[CH:5][CH:4]=1.Br[C:15]1[N:20]=[C:19]([CH:21]=[O:22])[CH:18]=[CH:17][CH:16]=1.Br[C:24]1N=C(C=O)C(F)=CC=1>CO>[F:1][C:2]([F:13])([F:12])[C:3]1[CH:24]=[CH:7][C:6]([C:15]2[N:20]=[C:19]([CH:21]=[O:22])[CH:18]=[CH:17][CH:16]=2)=[CH:5][CH:4]=1. Reported procedure: The title compound was prepared using procedure similar to that described for Example 28A, substituting 4-(trifluoromethyl)phenylboronic acid for 6-(trifluoromethyl)pyridin-3-ylboronic acid and 6-bromopicolinaldehyde for 6-bromo-3-fluoropicolinaldehyde. MS (ESI+) m/z 283.9 (M+H+MeOH); 1H NMR (300 MHz, DMSO-d6) δ 10.09 (s, 1H), 8.46-8.38 (m, 3H), 8.21 (t, J=7.7, 1H), 8.00-7.89 (m, 3H). Reactants: C(CCC)[Li] (butyl lithium), C(C)(C)NC(C)C (diisopropylamine), ClC1=CC=C(C=C1)C1C(OC(O1)(C)C)=O (5-(4-chloro-phenyl )-2,2-dimethyl-(1,3)-dioxolan-4-one), C(C#C)Br (propargyl bromide). Run in O1CCCC1 (tetrahydrofurane), O1CCCC1 (tetrahydrofurane), O1CCCC1 (tetrahydrofurane). Run at time 1.5 hour. The product is ClC1=CC=C(C=C1)C1(C(OC(O1)(C)C)=O)CC#C (5-(4-Chloro-phenyl)-2,2-dimethyl-5-prop-2-ynyl-(1,3)dioxolan-4-one). As a reaction SMILES: C([Li])CCC.C(N[CH:10]([CH3:12])[CH3:11])(C)C.[Cl:13][C:14]1[CH:19]=[CH:18][C:17]([CH:20]2[O:24][C:23]([CH3:26])([CH3:25])[O:22][C:21]2=[O:27])=[CH:16][CH:15]=1.C(Br)C#C>O1CCCC1>[Cl:13][C:14]1[CH:15]=[CH:16][C:17]([C:20]2([CH2:12][C:10]#[CH:11])[O:24][C:23]([CH3:25])([CH3:26])[O:22][C:21]2=[O:27])=[CH:18][CH:19]=1. Procedure: 3.3 ml of butyl lithium (1.6 molar in hexane) are added under stirring to a solution of 0.8 ml diisopropylamine in 20 ml tetrahydrofurane at −78° C. under nitrogen. After stirring for 30 minutes at the same temperature, 1.13 g of 5-(4-chloro-phenyl )-2,2-dimethyl-(1,3)-dioxolan-4-one in 5 ml tetrahydrofurane are added and stirring is continued for 1.5 hours. Then the reaction mixture is treated with a solution of 0.57 ml propargyl bromide in 3 ml tetrahydrofurane. Stirring is continued at about ... The reactants are BrC(Br)(Br)Br, CC(C)(C)OC(=O)N1CC(O)CC1C(=O)OCc1ccccc1, ClCCl, c1ccc(P(c2ccccc2)c2ccccc2)cc1. The product is CC(C)(C)OC(=O)N1CC(Br)CC1C(=O)OCc1ccccc1. Reaction SMILES: [Br:24][C:25]([Br:26])([Br:27])[Br:28].[CH2:1]([c:2]1[cH:3][cH:4][cH:5][cH:6][cH:7]1)[O:8][C:9]([CH:10]1[N:11]([C:16](=[O:17])[O:18][C:19]([CH3:20])([CH3:21])[CH3:22])[CH2:12][CH:13]([OH:15])[CH2:14]1)=[O:23].[Cl:48][CH2:49][Cl:50].[c:29]1([P:30]([c:31]2[cH:32][cH:33][cH:34][cH:35][cH:36]2)[c:37]2[cH:38][cH:39][cH:40][cH:41][cH:42]2)[cH:43][cH:44][cH:45][cH:46][cH:47]1>>[CH2:1]([c:2]1[cH:3][cH:4][cH:5][cH:6][cH:7]1)[O:8][C:9]([CH:10]1[N:11]([C:16](=[O:17])[O:18][C:19]([CH3:20])([CH3:21])[CH3:22])[CH2:12][CH:13]([Br:24])[CH2:14]1)=[O:23].